This data is from the Open Reaction Database (ORD), a public repository of structured organic reaction records. The task is: describe an organic reaction: reactants, conditions, products, and yield The reactants are N1C(=NC=C1)C=1C=CC(=C(C1)C1=CC2=C(N=C(N=C2)SC)N(C1=O)C)C (6-[5-(1H-Imidazol-2-yl)-2-methyl-phenyl]-8-methyl-2-methylsulfanyl-8H-pyrido[2,3-d]pyrimidin-7-one), OOS(=O)[O-].[K+] (OXONE), sulfonyl, NC1CCOCC1 (4-amino-tetrahydropyran). The product is N1C(=NC=C1)C=1C=CC(=C(C1)C1=CC2=C(N=C(N=C2)NC2CCOCC2)N(C1=O)C)C (6-[5-(1H-imidazol-2-yl)-2-methyl-phenyl]-8-methyl-2-(tetrahydro-pyran-4-ylamino)-8H-pyrido[2,3-d]pyrimidin-7-one). Reaction SMILES: [NH:1]1[CH:5]=[CH:4][N:3]=[C:2]1[C:6]1[CH:7]=[CH:8][C:9]([CH3:26])=[C:10]([C:12]2[C:23](=[O:24])[N:22]([CH3:25])[C:15]3[N:16]=[C:17](SC)[N:18]=[CH:19][C:14]=3[CH:13]=2)[CH:11]=1.OOS([O-])=O.[K+].[NH2:33][CH:34]1[CH2:39][CH2:38][O:37][CH2:36][CH2:35]1>>[NH:1]1[CH:5]=[CH:4][N:3]=[C:2]1[C:6]1[CH:7]=[CH:8][C:9]([CH3:26])=[C:10]([C:12]2[C:23](=[O:24])[N:22]([CH3:25])[C:15]3[N:16]=[C:17]([NH:33][CH:34]4[CH2:39][CH2:38][O:37][CH2:36][CH2:35]4)[N:18]=[CH:19][C:14]=3[CH:13]=2)[CH:11]=1 |f:1.2|. Procedure details: 6-[5-(1H-Imidazol-2-yl)-2-methyl-phenyl]-8-methyl-2-methylsulfanyl-8H-pyrido[2,3-d]pyrimidin-7-one was treated with OXONE™ following the procedure of step 3 of Example 1, and the resulting sulfonyl compound was treated with 4-amino-tetrahydropyran using the procedure of step 4 of Example 1, to give 2.5 mg of 6-[5-(1H-imidazol-2-yl)-2-methyl-phenyl]-8-methyl-2-(tetrahydro-pyran-4-ylamino)-8H-pyrido[2,3-d]pyrimidin-7-one: MS (M+H)=417.